This data is from the Open Reaction Database (ORD), a public repository of structured organic reaction records. The task is: describe an organic reaction: reactants, conditions, products, and yield Starting materials: CCO, O, Cl[Sn]Cl, O=C(NC1(C(=O)NC2CCN(c3ccc(F)cc3[N+](=O)[O-])CC2O)CCCCC1)c1ccco1. Yields the product Nc1cc(F)ccc1N1CCC(NC(=O)C2(NC(=O)c3ccco3)CCCCC2)C(O)C1. As a reaction SMILES: [CH3:39][CH2:40][OH:41].[OH2:35].[Sn:36]([Cl:37])[Cl:38].[o:1]1[c:2]([C:6](=[O:7])[NH:8][C:9]2([C:15](=[O:16])[NH:17][CH:18]3[CH:19]([OH:34])[CH2:20][N:21]([c:24]4[c:25]([N+:31]([O-:32])=[O:33])[cH:26][c:27]([F:30])[cH:28][cH:29]4)[CH2:22][CH2:23]3)[CH2:10][CH2:11][CH2:12][CH2:13][CH2:14]2)[cH:3][cH:4][cH:5]1>>[o:1]1[c:2]([C:6](=[O:7])[NH:8][C:9]2([C:15](=[O:16])[NH:17][CH:18]3[CH:19]([OH:34])[CH2:20][N:21]([c:24]4[c:25]([NH2:31])[cH:26][c:27]([F:30])[cH:28][cH:29]4)[CH2:22][CH2:23]3)[CH2:10][CH2:11][CH2:12][CH2:13][CH2:14]2)[cH:3][cH:4][cH:5]1.